This data is from the Open Reaction Database (ORD), a public repository of structured organic reaction records. The task is: describe an organic reaction: reactants, conditions, products, and yield Reactants: OC1CCC(N1)=O (5-hydroxy-pyrrolidin-2-one), C(CCCCCCCC)O (n-nonanol). Reaction conditions: temperature 60 celsius, time 3 hour. Product: C(CCCCCCCC)OC1CCC(N1)=O (5-n-nonyloxy-pyrrolidin-2-one). As a reaction SMILES: [OH:1][CH:2]1[NH:6][C:5](=[O:7])[CH2:4][CH2:3]1.[CH2:8](O)[CH2:9][CH2:10][CH2:11][CH2:12][CH2:13][CH2:14][CH2:15][CH3:16]>>[CH2:8]([O:1][CH:2]1[NH:6][C:5](=[O:7])[CH2:4][CH2:3]1)[CH2:9][CH2:10][CH2:11][CH2:12][CH2:13][CH2:14][CH2:15][CH3:16]. Procedure: A mixture of 5 g of 5-hydroxy-pyrrolidin-2-one 2.5 g of Amberlite IR 120H in 100 cm3 of n-nonanol is agitated at 60° C. for 3 hours. It is then cooled. the resin is filtered off, and the solvent is eliminated by distilling at 70° C. under 0.5 mbar. The residue is taken up in 50 cm3 of n-hexane, which is maintained for 16 hours at 5° C. After separating, 6.8 g of the expected product is obtained, m.p. 46°-48° C. After recrystallizing from n-hexane, m.p. 51°-52° C. The reactants are FC(C(=O)O)(F)F (Trifluoroacetic acid), C(C)(C)(C)OC(=O)N1CCC(CC1)CNC(=O)C=1C=NC=CC1 (N-[(1-tert-butoxycarbonyl-4-piperidyl)methyl]pyridine-3-carboxamide), ClCCl (dichloromethane). Run at time 2 hour. The product is ClC1=CC=CC2=C1O[C@H](CO2)CN2CCC(CC2)CNC(=O)C=2C=NC=CC2 ((S)-N-{[1-(8-chloro-1,4-benzodioxan-2-ylmethyl)-4-piperidyl]methyl}pyridine-3-carboxamide). As a reaction SMILES: F[C:2](F)(F)[C:3]([OH:5])=O.C(O[C:13]([N:15]1[CH2:20][CH2:19][CH:18]([CH2:21][NH:22][C:23]([C:25]2[CH:26]=[N:27][CH:28]=[CH:29][CH:30]=2)=[O:24])[CH2:17][CH2:16]1)=O)(C)(C)C.Cl[CH2:32][Cl:33]>>[Cl:33][C:32]1[C:23]2[O:24][C@@H:2]([CH2:13][N:15]3[CH2:16][CH2:17][CH:18]([CH2:21][NH:22][C:23]([C:25]4[CH:26]=[N:27][CH:28]=[CH:29][CH:30]=4)=[O:24])[CH2:19][CH2:20]3)[CH2:3][O:5][C:25]=2[CH:30]=[CH:29][CH:28]=1. Reported procedure: Trifluoroacetic acid (10 ml) was added to a solution of N-[(1-tert-butoxycarbonyl-4-piperidyl)methyl]pyridine-3-carboxamide (1.56 g) in dichloromethane (25 ml) and the mixture stirred for 2 hours then the solvent was removed in vacuo. The residue was dissolved in dry acetonitrile (10 ml) and potassium carbonate (5.0 g) was added, followed by a solution of (R)-7-chloro-1,4-benzodioxan-2-ylmethyl 4-toluenesulphonate (1.7 g) in dry acetonitrile (15 ml), and the mixture was stirred and heated under ...